Dataset: the Open Reaction Database (ORD), a public repository of structured organic reaction records. Task: describe an organic reaction: reactants, conditions, products, and yield The reactants are CC1(C)C2CCC1(CS(=O)(=O)O)C(=O)C2, O=C([O-])O, COc1cc(N2CCOCC2)ccc1Nc1nc(Cl)ncc1Cl, COc1cc2c(cc1N)CCN(CC(O)C(F)(F)F)CC2, [Na+]. The product is COc1cc2c(cc1Nc1ncc(Cl)c(Nc3ccc(N4CCOCC4)cc3OC)n1)CCN(CC(O)C(F)(F)F)CC2. Reaction SMILES: [C:45]12([CH2:46][S:47]([OH:48])(=[O:49])=[O:50])[C:51]([CH3:52])([CH3:53])[CH:54]([CH2:55][CH2:56]1)[CH2:57][C:58]2=[O:59].[C:60](=[O:61])([OH:62])[O-:63].[Cl:22][c:23]1[n:24][cH:25][c:26]([Cl:44])[c:27]([NH:29][c:30]2[c:31]([O:42][CH3:43])[cH:32][c:33]([N:36]3[CH2:37][CH2:38][O:39][CH2:40][CH2:41]3)[cH:34][cH:35]2)[n:28]1.[NH2:1][c:2]1[cH:3][c:4]2[c:5]([cH:18][c:19]1[O:20][CH3:21])[CH2:6][CH2:7][N:8]([CH2:11][CH:12]([C:13]([F:14])([F:15])[F:16])[OH:17])[CH2:9][CH2:10]2.[Na+:64]>>[NH:1]([c:2]1[cH:3][c:4]2[c:5]([cH:18][c:19]1[O:20][CH3:21])[CH2:6][CH2:7][N:8]([CH2:11][CH:12]([C:13]([F:14])([F:15])[F:16])[OH:17])[CH2:9][CH2:10]2)[c:23]1[n:24][cH:25][c:26]([Cl:44])[c:27]([NH:29][c:30]2[c:31]([O:42][CH3:43])[cH:32][c:33]([N:36]3[CH2:37][CH2:38][O:39][CH2:40][CH2:41]3)[cH:34][cH:35]2)[n:28]1. Starting materials: COC1=CC2=C(C(CO2)=O)C=C1 (6-methoxy-benzofuran-3 (2H)-one), C(=O)(O)C=P(C1=CC=CC=C1)(C1=CC=CC=C1)C1=CC=CC=C1 ((carboxymethylene)triphenylphosphorane), C1(=CC=CC=C1)C (toluene). Product: C(C)OC(CC1=COC2=C1C=CC(=C2)OC)=O (ethyl(6-methoxy-1-benzofuran-3-yl)acetate). RXN SMILES: [CH3:1][O:2][C:3]1[CH:12]=[CH:11][C:6]2[C:7](=O)[CH2:8][O:9][C:5]=2[CH:4]=1.[C:13]([CH:16]=P(C1C=CC=CC=1)(C1C=CC=CC=1)C1C=CC=CC=1)([OH:15])=[O:14].[C:36]1(C)C=CC=C[CH:37]=1>>[CH2:36]([O:15][C:13](=[O:14])[CH2:16][C:7]1[C:6]2[CH:11]=[CH:12][C:3]([O:2][CH3:1])=[CH:4][C:5]=2[O:9][CH:8]=1)[CH3:37]. Procedure: A mixture of 6-methoxy-benzofuran-3 (2H)-one (1.64 g, 10 mmol) and (carboxymethylene)triphenylphosphorane (5.22 g, 15 mmol) was refluxed in toluene (100 ml) for 48 hrs. Afterwards, reaction mixture was concentrated and loaded over a silica-gel column. The column was eluted with hexane (500 ml) and then with 25% ethyl acetate. The product, ethyl(6-methoxy-1-benzofuran-3-yl)acetate, was obtained as a white oil. Yield: 1.8 g (76%); (M+H): 235.